Dataset: the Open Reaction Database (ORD), a public repository of structured organic reaction records. Task: describe an organic reaction: reactants, conditions, products, and yield Yields the product OC=1C(=CC(=C2C=CC=NC12)N1CCCC1)C(NC(COC1=CC=CC=C1)=O)C1=CC=CC=C1 (N-[(8-hydroxy-5-pyrrolidin-1-ylquinolin-7-yl)(phenyl)methyl]-2-phenoxyacetamide). Procedure: N-[(5-amino-8-hydroxyquinolin-7-yl)(phenyl)methyl]-2-phenoxyacetamide (200 mg, 0.5 mmol), dibromobutane (0.1 ml), TEA (0.2 ml) in isopropanol were heated at reflux for 16 h. The reaction mixture was concentrated in vacuo, the residue dissolved in methylene chloride, washed with brine. The organic layer was dried over sodium sulfate and filtered. To the filtrate was added 1M HCl/ether, the solids filtered, washed with ether to give N-[(8-hydroxy-5-pyrrolidin-1-ylquinolin-7-yl)(phenyl)methyl]-2-ph... Solvent: C(C)(C)O (isopropanol). As a reaction SMILES: [NH2:1][C:2]1[CH:11]=[C:10]([CH:12]([C:24]2[CH:29]=[CH:28][CH:27]=[CH:26][CH:25]=2)[NH:13][C:14](=[O:23])[CH2:15][O:16][C:17]2[CH:22]=[CH:21][CH:20]=[CH:19][CH:18]=2)[C:9]([OH:30])=[C:8]2[C:3]=1[CH:4]=[CH:5][CH:6]=[N:7]2.Br[CH:32]([CH:34](Br)[CH3:35])[CH3:33]>C(O)(C)C>[OH:30][C:9]1[C:10]([CH:12]([C:24]2[CH:29]=[CH:28][CH:27]=[CH:26][CH:25]=2)[NH:13][C:14](=[O:23])[CH2:15][O:16][C:17]2[CH:22]=[CH:21][CH:20]=[CH:19][CH:18]=2)=[CH:11][C:2]([N:1]2[CH2:35][CH2:34][CH2:32][CH2:33]2)=[C:3]2[C:8]=1[N:7]=[CH:6][CH:5]=[CH:4]2. The reactants are NC1=C2C=CC=NC2=C(C(=C1)C(NC(COC1=CC=CC=C1)=O)C1=CC=CC=C1)O (N-[(5-amino-8-hydroxyquinolin-7-yl)(phenyl)methyl]-2-phenoxyacetamide), BrC(C)C(C)Br (dibromobutane), TEA. Starting materials: C1CCOC1, Fc1cc(F)c(Cn2nc3c(C(F)(F)F)cccc3c2-c2cccc(-c3cc4cc(F)ccc4[nH]3)c2)c(F)c1, [H-], CI, [Na+]. The product is Cn1c(-c2cccc(-c3c4cccc(C(F)(F)F)c4nn3Cc3c(F)cc(F)cc3F)c2)cc2cc(F)ccc21. As a reaction SMILES: [CH2:44]1[O:45][CH2:46][CH2:47][CH2:48]1.[F:1][c:2]1[cH:3][c:4]2[cH:5][c:6](-[c:11]3[cH:12][c:13](-[c:17]4[n:18]([CH2:30][c:31]5[c:32]([F:39])[cH:33][c:34]([F:38])[cH:35][c:36]5[F:37])[n:19][c:20]5[c:21]([C:26]([F:27])([F:28])[F:29])[cH:22][cH:23][cH:24][c:25]45)[cH:14][cH:15][cH:16]3)[nH:7][c:8]2[cH:9][cH:10]1.[H-:40].[I:42][CH3:43].[Na+:41]>>[F:1][c:2]1[cH:3][c:4]2[cH:5][c:6](-[c:11]3[cH:12][c:13](-[c:17]4[n:18]([CH2:30][c:31]5[c:32]([F:39])[cH:33][c:34]([F:38])[cH:35][c:36]5[F:37])[n:19][c:20]5[c:21]([C:26]([F:27])([F:28])[F:29])[cH:22][cH:23][cH:24][c:25]45)[cH:14][cH:15][cH:16]3)[n:7]([CH3:43])[c:8]2[cH:9][cH:10]1.